This data is from the Open Reaction Database (ORD), a public repository of structured organic reaction records. The task is: describe an organic reaction: reactants, conditions, products, and yield The reactants are OC1=C(C=CC=2C[C@@H]3[C@@H]4C[C@@H](C(C[C@@]4(C12)CCN3)=O)C)OC (4-Hydroxy-3-methoxy-7α-methylmorphinan-6-one), C(=O)(O)[O-].[Na+] (NaHCO3), C1(CC1)CBr (cyclopropylmethyl bromide). Run in CN(C)C=O (DMF). The product is C1(CC1)CN1[C@H]2[C@@H]3C[C@@H](C(C[C@@]3(C=3C(=C(C=CC3C2)OC)O)CC1)=O)C (17-Cyclopropylmethyl-4-hydroxy-3-methoxy-7α-methylmorphinan-6-one). As a reaction SMILES: [OH:1][C:2]1[C:15]2[C@:14]34[CH2:16][CH2:17][NH:18][C@@H:8]([C@@H:9]3[CH2:10][C@H:11]([CH3:20])[C:12](=[O:19])[CH2:13]4)[CH2:7][C:6]=2[CH:5]=[CH:4][C:3]=1[O:21][CH3:22].C([O-])(O)=O.[Na+].[CH:28]1([CH2:31]Br)[CH2:30][CH2:29]1>CN(C=O)C>[CH:28]1([CH2:31][N:18]2[CH2:17][CH2:16][C@@:14]34[C:15]5[C:2]([OH:1])=[C:3]([O:21][CH3:22])[CH:4]=[CH:5][C:6]=5[CH2:7][C@@H:8]2[C@@H:9]3[CH2:10][C@H:11]([CH3:20])[C:12](=[O:19])[CH2:13]4)[CH2:30][CH2:29]1 |f:1.2|. Reported procedure: A mixture of 18a (5.00 g, 16.6 mmole), NaHCO3 (2.90 g, 34.6 mmole) and cyclopropylmethyl bromide (2.80 g, 20.8 mmole) in DMF (50 ml) was heated at 100° under argon for 2 hours. The mixture was cooled, filtered from insoluble material and the filtrate evaporated in high vacuum. The residue was dissolved in dilute NH4OH and extracted with three portions of toluene. The toluene was evaporated to give 4.89 g (83%) of crystalline 19a-CPM. Two recrystallizations from ethanol gave analytically pure 19a... Reactants: [Li]CCCC, C[Si](C)(C)C=[N+]=[N-], CC(=O)O, CC(C)NC(C)C, Cc1ccc(C=O)c(N)n1, C1CCOC1, O. Yields the product C#Cc1ccc(C)nc1N. RXN SMILES: [CH2:8]([Li:9])[CH2:10][CH2:11][CH3:12].[CH3:13][Si:14]([CH:15]=[N+:16]=[N-:17])([CH3:18])[CH3:19].[CH3:30][C:31](=[O:32])[OH:33].[CH:1]([NH:2][CH:3]([CH3:4])[CH3:5])([CH3:6])[CH3:7].[NH2:20][c:21]1[n:22][c:23]([CH3:29])[cH:24][cH:25][c:26]1[CH:27]=[O:28].[O:35]1[CH2:36][CH2:37][CH2:38][CH2:39]1.[OH2:34]>>[CH:1]#[C:27][c:26]1[c:21]([NH2:20])[n:22][c:23]([CH3:29])[cH:24][cH:25]1.